Task: describe an organic reaction: reactants, conditions, products, and yield. Dataset: the Open Reaction Database (ORD), a public repository of structured organic reaction records Reactants: CCOC1(CC2CCC(=O)CC2)OCCO1, CC(C)=O, Cl, [Na+], O=C([O-])O. RXN SMILES: [CH2:2]1[CH2:3][O:4][C:5]([CH2:6][CH:7]2[CH2:8][CH2:9][C:10](=[O:13])[CH2:11][CH2:12]2)([O:14][CH2:16][CH3:17])[O:15]1.[CH3:23][C:24](=[O:25])[CH3:26].[ClH:1].[Na+:18].[OH:19][C:20](=[O:21])[O-:22]>>[CH3:2][CH2:3][O:4][C:5]([CH2:6][CH:7]1[CH2:8][CH2:9][C:10](=[O:13])[CH2:11][CH2:12]1)=[O:14]. Yields the product CCOC(=O)CC1CCC(=O)CC1. Starting materials: ClC=1C(=NC(=CC1)Cl)C(=O)O (3,6-dichloro-2-pyridinecarboxylic acid), SC1=NNC=N1 (3-mercapto-1,2,4-triazole), NC=1SC=C(N1)C (2-amino-4-methylthiazole), FC1=CC=C(C=C1)S (4-fluoro-thiophenol). The product is FC1=CC=C(C=C1)SC=1C(=NC(=CC1)SC1=NN=CN1)C(=O)NC=1SC=C(N1)C (3-(4-fluoro-phenylsulfanyl)-6-(4H-[1,2,4]triazole-3-yl-sulfanyl)-N-(4-methyl-thiazole-2-yl)-2-pyridine carboxamide). As a reaction SMILES: Cl[C:2]1[C:3]([C:9]([OH:11])=O)=[N:4][C:5](Cl)=[CH:6][CH:7]=1.[NH2:12][C:13]1[S:14][CH:15]=[C:16]([CH3:18])[N:17]=1.[F:19][C:20]1[CH:25]=[CH:24][C:23]([SH:26])=[CH:22][CH:21]=1.[SH:27][C:28]1[N:32]=[CH:31][NH:30][N:29]=1>>[F:19][C:20]1[CH:25]=[CH:24][C:23]([S:26][C:2]2[C:3]([C:9]([NH:12][C:13]3[S:14][CH:15]=[C:16]([CH3:18])[N:17]=3)=[O:11])=[N:4][C:5]([S:27][C:28]3[NH:32][CH:31]=[N:30][N:29]=3)=[CH:6][CH:7]=2)=[CH:22][CH:21]=1. Procedure details: Compound of Production Example 3 can be produced by the same method as Production Example 1, by a method according thereto, or by a combination of these and ordinary methods with the use of 3,6-dichloro-2-pyridinecarboxylic acid, 2-amino-4-methylthiazole, 4-fluoro-thiophenol and 3-mercapto-1,2,4-triazole. 1HNMR (CDCl3) δ: 2.40 (3H, s), 6.61 (1H, s), 7.01 (1H, d, J=9.3 Hz), 7.17-7.25 (3H, m), 7.58 (2H, m), 8.35 (1H, s) ESI-MS (m/e): 445 [M+H]+